This data is from the Open Reaction Database (ORD), a public repository of structured organic reaction records. The task is: describe an organic reaction: reactants, conditions, products, and yield Reactants: ClCCl, CN(C)C=O, CC1(C)CCS(=O)(=O)c2c1ccc(C(=O)C1C(=O)CCCC1=O)c2Cl, O=C(Cl)C(=O)Cl. The product is CC1(C)CCS(=O)(=O)c2c1ccc(C(=O)C1=C(Cl)CCCC1=O)c2Cl. Reaction SMILES: [CH2:37]([Cl:38])[Cl:39].[CH3:32][N:33]([CH3:34])[CH:35]=[O:36].[Cl:1][c:2]1[c:3]([C:16](=[O:17])[CH:18]2[C:19](=[O:25])[CH2:20][CH2:21][CH2:22][C:23]2=[O:24])[cH:4][cH:5][c:6]2[c:11]1[S:10](=[O:12])(=[O:13])[CH2:9][CH2:8][C:7]2([CH3:14])[CH3:15].[Cl:26][C:27]([C:28]([Cl:29])=[O:30])=[O:31]>>[Cl:1][c:2]1[c:3]([C:16](=[O:17])[C:18]2=[C:19]([Cl:26])[CH2:20][CH2:21][CH2:22][C:23]2=[O:24])[cH:4][cH:5][c:6]2[c:11]1[S:10](=[O:12])(=[O:13])[CH2:9][CH2:8][C:7]2([CH3:14])[CH3:15]. The reactants are CN1CCNCC1, CCC(=C(c1ccc(C=CC(=O)O)cc1)c1ccc(OC(=O)CCl)cc1)c1ccccc1. The product is CCC(=C(c1ccc(C=CC(=O)O)cc1)c1ccc(OC(=O)CN2CCN(C)CC2)cc1)c1ccccc1. RXN SMILES: [CH3:33][N:34]1[CH2:35][CH2:36][NH:37][CH2:38][CH2:39]1.[Cl:1][CH2:2][C:3](=[O:4])[O:5][c:6]1[cH:7][cH:8][c:9]([C:12](=[C:13]([CH2:14][CH3:15])[c:16]2[cH:17][cH:18][cH:19][cH:20][cH:21]2)[c:22]2[cH:23][cH:24][c:25]([CH:28]=[CH:29][C:30](=[O:31])[OH:32])[cH:26][cH:27]2)[cH:10][cH:11]1>>[CH2:2]([C:3](=[O:4])[O:5][c:6]1[cH:7][cH:8][c:9]([C:12](=[C:13]([CH2:14][CH3:15])[c:16]2[cH:17][cH:18][cH:19][cH:20][cH:21]2)[c:22]2[cH:23][cH:24][c:25]([CH:28]=[CH:29][C:30](=[O:31])[OH:32])[cH:26][cH:27]2)[cH:10][cH:11]1)[N:37]1[CH2:36][CH2:35][N:34]([CH3:33])[CH2:39][CH2:38]1. The reactants are O=C(O)c1coc(Br)c1, CN(C)C=O, Fc1cc(F)c(F)c(S)c1F. Reaction SMILES: [Br:12][c:13]1[cH:14][c:15]([C:18](=[O:19])[OH:20])[cH:16][o:17]1.[CH3:21][N:22]([CH3:23])[CH:24]=[O:25].[F:1][c:2]1[c:3]([SH:11])[c:4]([F:10])[c:5]([F:9])[cH:6][c:7]1[F:8]>>[F:1][c:2]1[c:3]([S:11][c:13]2[cH:14][c:15]([C:18](=[O:19])[OH:20])[cH:16][o:17]2)[c:4]([F:10])[c:5]([F:9])[cH:6][c:7]1[F:8]. The product is O=C(O)c1coc(Sc2c(F)c(F)cc(F)c2F)c1. Starting materials: Br.BrC1=CC=C(C=C1)C=1N=C(SC1)N (4-(4-bromophenyl)-thiazol-2-ylamine hydrobromide), C1(=CC=C(C=C1)S(=O)(=O)Cl)C (p-toluenesulfonyl chloride), Cl (hydrochloric acid). Solvent: N1=CC=CC=C1 (pyridine). Yields the product BrC1=CC=C(C=C1)C=1N=C(SC1)NS(=O)(=O)C1=CC=C(C=C1)C (N-[4-(4-Bromo-phenyl)-thiazol-2-yl]-4-methyl-benzenesulfonamide). RXN SMILES: Br.[Br:2][C:3]1[CH:8]=[CH:7][C:6]([C:9]2[N:10]=[C:11]([NH2:14])[S:12][CH:13]=2)=[CH:5][CH:4]=1.[C:15]1([CH3:25])[CH:20]=[CH:19][C:18]([S:21](Cl)(=[O:23])=[O:22])=[CH:17][CH:16]=1.Cl>N1C=CC=CC=1>[Br:2][C:3]1[CH:4]=[CH:5][C:6]([C:9]2[N:10]=[C:11]([NH:14][S:21]([C:18]3[CH:19]=[CH:20][C:15]([CH3:25])=[CH:16][CH:17]=3)(=[O:23])=[O:22])[S:12][CH:13]=2)=[CH:7][CH:8]=1 |f:0.1|. Procedure: A mixture of 4.0 g of 4-(4-bromophenyl)-thiazol-2-ylamine hydrobromide with 2.5 g of p-toluenesulfonyl chloride was stirred overnight with 15 ml of pyridine. The resulting, red colored suspension was poured into 180 ml of 1N hydrochloric acid and the solid which thereby separated was filtered off and chromatographed on 100 g of Kieselgel 60 with diethyl ether/hexane/methylene chloride (1:1:1) as the eluent. The product-containing fractions were concentrated and the residue was recrystallized twi...